This data is from the Open Reaction Database (ORD), a public repository of structured organic reaction records. The task is: describe an organic reaction: reactants, conditions, products, and yield The reactants are C(C)(CC)NC1=C(C=C(C=C1[N+](=O)[O-])C(C)(C)C)[N+](=O)[O-] (N-sec-butyl-4-tert-butyl-2,6-dinitroaniline), [N+](=O)([O-])C1=C(C=CC=C1)O (nitrophenol), [N+](=O)([O-])C1=C(C(=CC(=C1)C(C)(C)C)[N+](=O)[O-])O (2,6-dinitro-4-tert-butylphenol), [N+](=O)([O-])C1=C(C=CC=C1)O (nitrophenol), CI.C([O-])([O-])=O.[K+].[K+] (methyl iodide potassium carbonate). The product is C(C)(C)(C)C1=CC(=C(C(=C1)[N+](=O)[O-])OC)[N+](=O)[O-] (4-tert-butyl-2,6-dinitroanisole). Reaction SMILES: C(N[C:6]1[C:11]([N+:12]([O-:14])=[O:13])=[CH:10][C:9]([C:15]([CH3:18])([CH3:17])[CH3:16])=[CH:8][C:7]=1[N+:19]([O-:21])=[O:20])(CC)C.[N+](C1C=CC=C[C:26]=1[OH:31])([O-])=O.[N+](C1C=C(C(C)(C)C)C=C([N+]([O-])=O)C=1O)([O-])=O.CI.C(=O)([O-])[O-].[K+].[K+]>>[C:15]([C:9]1[CH:10]=[C:11]([N+:12]([O-:14])=[O:13])[C:6]([O:31][CH3:26])=[C:7]([N+:19]([O-:21])=[O:20])[CH:8]=1)([CH3:18])([CH3:17])[CH3:16] |f:3.4.5.6|. Reported procedure: An alternative synthesis for N-sec-butyl-4-tert-butyl-2,6-dinitroaniline is set forth in U.S. Pat. Nos. 4,289,907 and 4,395,572 to Chan. The starting material in this synthesis is a nitrophenol such as 2,6-dinitro-4-tert-butylphenol. The nitrophenol is methylated by reaction with methyl iodide/potassium carbonate to produce 4-tert-butyl-2,6-dinitroanisole. The 4-tert-butyl-2,6-dinitroanisole is then reacted with sec-butylamine to produce N-sec-butyl-4-tert-butyl-2,6-dinitroaniline. While effecti... Reaction SMILES: [Br:1][c:2]1[c:3]([F:11])[cH:4][c:5]([Cl:10])[c:6]([O:8][CH3:9])[cH:7]1.[C:31]([O-:32])(=[O:33])[CH3:34].[C:36]([O-:37])(=[O:38])[CH3:39].[CH2:18]1[CH2:19][NH:20][CH2:21][CH2:22][NH:23]1.[CH3:12][C:13]([CH3:14])([O-:15])[CH3:16].[CH3:24][c:25]1[cH:26][cH:27][cH:28][cH:29][cH:30]1.[Na+:17].[Pd+2:35]>>[c:2]1([N:20]2[CH2:19][CH2:18][NH:23][CH2:22][CH2:21]2)[c:3]([F:11])[cH:4][c:5]([Cl:10])[c:6]([O:8][CH3:9])[cH:7]1. Starting materials: COc1cc(Br)c(F)cc1Cl, CC(=O)[O-], CC(=O)[O-], C1CNCCN1, CC(C)(C)[O-], Cc1ccccc1, [Na+], [Pd+2]. Product: COc1cc(N2CCNCC2)c(F)cc1Cl.